From a dataset of the Open Reaction Database (ORD), a public repository of structured organic reaction records. describe an organic reaction: reactants, conditions, products, and yield The reactants are O (Water), [O-][N+]1=CC=C2C=C(C(=NC2=C1)C1=CC=C(C=C1)CO)C1=CC=CC=C1 ([4-(7-oxido-3-phenyl-1,7-naphthyridin-2-yl)phenyl]methanol), [OH-].[Na+] (NaOH). The solvent is C(C)(=O)OC(C)=O (acetic anhydride). Conditions: temperature 130 celsius. The product is OCC1=CC=C(C=C1)C1=NC=2C(NC=CC2C=C1C1=CC=CC=C1)=O (2-[4-(Hydroxymethyl)phenyl]-3-phenyl-1,7-naphthyridin-8(7H)-one). Reaction SMILES: [O-][N+:2]1[CH:11]=[C:10]2[C:5]([CH:6]=[C:7]([C:20]3[CH:25]=[CH:24][CH:23]=[CH:22][CH:21]=3)[C:8]([C:12]3[CH:17]=[CH:16][C:15]([CH2:18][OH:19])=[CH:14][CH:13]=3)=[N:9]2)=[CH:4][CH:3]=1.[OH2:26].[OH-].[Na+]>C(OC(=O)C)(=O)C>[OH:19][CH2:18][C:15]1[CH:16]=[CH:17][C:12]([C:8]2[C:7]([C:20]3[CH:25]=[CH:24][CH:23]=[CH:22][CH:21]=3)=[CH:6][C:5]3[CH:4]=[CH:3][NH:2][C:11](=[O:26])[C:10]=3[N:9]=2)=[CH:13][CH:14]=1 |f:2.3|. Procedure details: A suspension of [4-(7-oxido-3-phenyl-1,7-naphthyridin-2-yl)phenyl]methanol (144 mg, 0.44 mmol) in acetic anhydride (2 mL) was heated at 130° C. for two hours and then cooled to ˜100° C. Water was added and the stirred mixture was allowed to cool to room temperature. This solution was extracted with methylene chloride and the organic layer was washed with NaHCO3/Na2CO3 solutions, dried, filtered and the solvent evaporated. This residue was determined to be mainly the acylated product, 4-(7-oxo-3-... The reactants are BrC1=CC=C(C=NNC(SC)=N)C=C1 (methyl 3-(4-bromobenzylidene)thiocarbazimidate), C(#N)C1=CC=C(C=O)C=C1 (4-cyanobenzaldehyde), I.C(#N)C1=CC=C(C=NNC(SCC)=N)C=C1 (ethyl 3-(4-cyanobenzylidene)thiocarbazimidate hydroiodide), ClC=1C=C(C=O)C=CC1Cl (3,4-dichlorobenzaldehyde), Br.C(NN)(SCCC)=N (propyl thiocarbazimidate hydrobromide), Br.ClC=1C=C(C=NNC(SCCC)=N)C=CC1Cl (propyl 3-(3,4-dichlorobenzylidene)thiocarbazimidate hydrobromide), ClC1=CC=C(C=O)C=C1 (4-chlorobenzaldehyde), C(NN)(SC)=N (methyl thiocarbazimidate), I.C(NN)(SCC)=N (ethyl thiocarbazimidate hydroiodide). The product is Cl.ClC1=CC=C(C=NNC(SC)=N)C=C1 (Methyl 3-(4-chlorobenzylidene)thiocarbazimidate hydrochloride). Reaction SMILES: Br[C:2]1[CH:14]=[CH:13][C:5]([CH:6]=[N:7][NH:8][C:9](=[NH:12])[S:10][CH3:11])=[CH:4][CH:3]=1.[Cl:15]C1C=CC(C=O)=CC=1.C(=N)(SC)NN.I.C(C1C=CC(C=NNC(=N)SCC)=CC=1)#N.C(C1C=CC(C=O)=CC=1)#N.I.C(=N)(SCC)NN.Br.ClC1C=C(C=CC=1Cl)C=NNC(=N)SCCC.ClC1C=C(C=CC=1Cl)C=O.Br.C(=N)(SCCC)NN>>[ClH:15].[Cl:15][C:2]1[CH:14]=[CH:13][C:5]([CH:6]=[N:7][NH:8][C:9](=[NH:12])[S:10][CH3:11])=[CH:4][CH:3]=1 |f:3.4,6.7,8.9,11.12,13.14|. Procedure: The following are prepared in like manner: methyl 3-(4-bromobenzylidene)thiocarbazimidate methosulfate from 4-chlorobenzaldehyde and methyl thiocarbazimidate methosulfate, ethyl 3-(4-cyanobenzylidene)thiocarbazimidate hydroiodide from 4-cyanobenzaldehyde and ethyl thiocarbazimidate hydroiodide, and propyl 3-(3,4-dichlorobenzylidene)thiocarbazimidate hydrobromide from 3,4-dichlorobenzaldehyde and propyl thiocarbazimidate hydrobromide. The reactants are O=C(O)C12CC3CC(CC(C3)C1)C2, CO, O, O=S(=O)(O)O. The product is COC(=O)C12CC3CC(CC(C3)C1)C2. Reaction SMILES: [C:1]12([C:11](=[O:12])[OH:13])[CH2:2][CH:3]3[CH2:4][CH:5]([CH2:6][CH:7]([CH2:8]1)[CH2:9]3)[CH2:10]2.[CH3:14][OH:15].[OH2:21].[S:16](=[O:17])(=[O:18])([OH:19])[OH:20]>>[C:1]12([C:11]([O:12][CH3:14])=[O:13])[CH2:2][CH:3]3[CH2:4][CH:5]([CH2:6][CH:7]([CH2:8]1)[CH2:9]3)[CH2:10]2. Starting materials: [Na] (sodium), FCC1CN(CCO1)C=1N=C(NC(C1)=O)CC(=O)O ([4-(2-fluoromethylmorpholin-4-yl)-6-oxo-1,6-dihydropyrimidin-2-yl]acetic acid), FC1=CC=C(N)C=C1 (4-fluoroaniline). The product is FCC1CN(CCO1)C=1N=C(NC(C1)=O)CC(=O)NC1=CC=C(C=C1)F (2-[4-(2-fluoromethylmorpholin-4-yl)-6-oxo-1,6-dihydropyrimidin-2-yl]-N-(4-fluorophenyl)acetamide). Reaction SMILES: [Na].[F:2][CH2:3][CH:4]1[O:9][CH2:8][CH2:7][N:6]([C:10]2[N:11]=[C:12]([CH2:17][C:18]([OH:20])=O)[NH:13][C:14](=[O:16])[CH:15]=2)[CH2:5]1.[F:21][C:22]1[CH:28]=[CH:27][C:25]([NH2:26])=[CH:24][CH:23]=1>>[F:2][CH2:3][CH:4]1[O:9][CH2:8][CH2:7][N:6]([C:10]2[N:11]=[C:12]([CH2:17][C:18]([NH:26][C:25]3[CH:27]=[CH:28][C:22]([F:21])=[CH:23][CH:24]=3)=[O:20])[NH:13][C:14](=[O:16])[CH:15]=2)[CH2:5]1 |^1:0|. Procedure details: The product is prepared by following the procedure described in step 3b of example 1b, but using 670 mg of the sodium salt of [4-(2-fluoromethylmorpholin-4-yl)-6-oxo-1,6-dihydropyrimidin-2-yl]acetic acid and 762 mg of 4-fluoroaniline. 300 mg of 2-[4-(2-fluoromethylmorpholin-4-yl)-6-oxo-1,6-dihydropyrimidin-2-yl]-N-(4-fluorophenyl)acetamide are obtained in the form of a white solid, the characteristics of which are the following: Reactants: C(C1=CC=CC=C1)OCC1(COC(OC1)(C)C)CC (5-Benzyloxymethyl-2,2-dimethyl-5-ethyl-1,3-dioxane), O (water). Run in CO (methanol). Run at time 3 hour. The product is C(C1=CC=CC=C1)OCC(CO)(CC)CO (2-Benzyloxymethyl-2-hydroxymethyl-butan-1-ol). Reaction SMILES: [CH2:1]([O:8][CH2:9][C:10]1([CH2:18][CH3:19])[CH2:15][O:14]C(C)(C)[O:12][CH2:11]1)[C:2]1[CH:7]=[CH:6][CH:5]=[CH:4][CH:3]=1.O>CO>[CH2:1]([O:8][CH2:9][C:10]([CH2:15][OH:14])([CH2:18][CH3:19])[CH2:11][OH:12])[C:2]1[CH:7]=[CH:6][CH:5]=[CH:4][CH:3]=1. Procedure details: 5-Benzyloxymethyl-2,2-dimethyl-5-ethyl-1,3-dioxane (15.0 g.) and Dowex 50×8-200 ion exchange resin (H+ form) (2.0 g.) in methanol (250ml.) containing water (50 ml.) was refluxed, with stirring, for three hours. The mixture was filtered and the filtrate was evaporated in vacuo. 2-Benzyloxymethyl-2-hydroxymethyl-butan-1-ol was obtained as a yellow oil (9.7 g.). Starting materials: solution, C(=O)(Cl)Cl (phosgene), C[C@]12CC[C@H]3[C@H]([C@@H]1CC[C@@H]2O)CCC4=CC(=O)CC[C@]34C (testosterone). Run in C1(=CC=CC=C1)C (toluene), O1CCCC1 (tetrahydrofuran). Reaction conditions: time 4 hour. Yields the product C[C@]12CC[C@H]3[C@H]([C@@H]1CC[C@@H]2O)CCC4=CC(=O)CC[C@]34C.ClC(=O)[O-] (Testosterone chloroformate). Reaction SMILES: [CH3:1][C@@:2]12[C@@H:10]([OH:11])[CH2:9][CH2:8][C@H:7]1[C@@H:6]1[CH2:12][CH2:13][C:14]3[C@@:20]([CH3:21])([C@H:5]1[CH2:4][CH2:3]2)[CH2:19][CH2:18][C:16](=[O:17])[CH:15]=3.[C:22]([Cl:25])(Cl)=[O:23]>O1CCCC1.C1(C)C=CC=CC=1>[CH3:1][C@@:2]12[C@@H:10]([OH:11])[CH2:9][CH2:8][C@H:7]1[C@@H:6]1[CH2:12][CH2:13][C:14]3[C@@:20]([CH3:21])([C@H:5]1[CH2:4][CH2:3]2)[CH2:19][CH2:18][C:16](=[O:17])[CH:15]=3.[Cl:25][C:22]([O-:23])=[O:11] |f:4.5|. Procedure details: Testosterone chloroformate was prepared as follows. To a solution of testosterone (2 g, 7.0 mmol) dissolved in tetrahydrofuran (50 ml) was added a 1.93M solution of phosgene in toluene (33 ml). The resulting solution was stirred for 4 h at room temperature, concentrated under vacuum, and the resulting residue vacuum dried for approximately 30 minutes (2.88 g). Reactants: [H-].[Al+3].[Li+].[H-].[H-].[H-] (lithium aluminum hydride), ClC1(OC(OC1(F)Cl)(C(C(F)(F)F)(F)F)F)F (4,5-dichloro-2,4,5-trifluoro-2-pentafluoroethyl-1,3-dioxolane). The reagents and catalysts are [Ti](Cl)(Cl)(Cl)Cl (Titanium (IV) chloride). Run in C1CCOC1 (THF). Reaction conditions: temperature 30 celsius, time 7.5 minute. Product: FC1(OC(=C(O1)F)F)C(C(F)(F)F)(F)F (perfluoro-2-ethyl-1,3-dioxole). The yield is 54.0%. RXN SMILES: [H-].[Al+3].[Li+].[H-].[H-].[H-].Cl[C:8]1([F:23])[C:12](Cl)([F:13])[O:11][C:10]([F:22])([C:15]([F:21])([F:20])[C:16]([F:19])([F:18])[F:17])[O:9]1>C1COCC1.[Ti](Cl)(Cl)(Cl)Cl>[F:22][C:10]1([C:15]([F:20])([F:21])[C:16]([F:17])([F:18])[F:19])[O:9][C:8]([F:23])=[C:12]([F:13])[O:11]1 |f:0.1.2.3.4.5|. Procedure details: To a 300 mL round-bottomed flask was charged lithium aluminum hydride (8.0 g, 0.211 mole) in THF (120 mL). Titanium (IV) chloride (9.84 g, 5.70 mL, 0.052 mole) was added with cooling. This mixture was heated to reflux for 30 minutes. After cooling to 30° C., the 4,5-dichloro-2,4,5-trifluoro-2-pentafluoroethyl-1,3-dioxolane (32.0 g, 0.102 mole) was introduced via a syringe while the temperature of the system was kept between 25° and 35° C. during the addition by cooling. After the addition was co...